This data is from the Open Reaction Database (ORD), a public repository of structured organic reaction records. The task is: describe an organic reaction: reactants, conditions, products, and yield Starting materials: C1COCCN1, C1COCCO1, CC(C)(C)OC(=O)Nc1nc(-c2ccco2)c(C(=O)C2CCCC2)s1. The product is O=C(c1sc(NC(=O)N2CCOCC2)nc1-c1ccco1)C1CCCC1. As a reaction SMILES: [CH2:26]1[CH2:27][O:28][CH2:29][CH2:30][NH:31]1.[CH2:32]1[O:33][CH2:34][CH2:35][O:36][CH2:37]1.[CH:1]1([C:6](=[O:7])[c:8]2[c:9](-[c:21]3[o:22][cH:23][cH:24][cH:25]3)[n:10][c:11]([NH:13][C:14]([O:15][C:16]([CH3:17])([CH3:18])[CH3:19])=[O:20])[s:12]2)[CH2:2][CH2:3][CH2:4][CH2:5]1>>[CH:1]1([C:6](=[O:7])[c:8]2[c:9](-[c:21]3[o:22][cH:23][cH:24][cH:25]3)[n:10][c:11]([NH:13][C:14](=[O:20])[N:31]3[CH2:26][CH2:27][O:28][CH2:29][CH2:30]3)[s:12]2)[CH2:2][CH2:3][CH2:4][CH2:5]1. Starting materials: C(C)N1N=CC=2C1=NC(=C(C2NC2CCOCC2)CNC(=O)C2(CC2)C(=O)OC)CC (methyl 1-[({[1,6-diethyl-4-(tetrahydro-2H-pyran-4-ylamino)-1H-pyrazolo[3,4-b]pyridin-5-yl]methyl}amino)carbonyl]cyclopropanecarboxylate), O (water), [OH-].[Li+] (lithium hydroxide). The solvent is O1CCCC1 (tetrahydrofuran). Run at time 20 minute. The product is C(C)N1N=CC=2C1=NC(=C(C2NC2CCOCC2)CNC(=O)C2(CC2)C(=O)O)CC (1-[({[1,6-diethyl-4-(tetrahydro-2H-pyran-4-ylamino)-1H-pyrazolo[3,4-b]pyridin-5-yl]methyl}amino)carbonyl]cyclopropanecarboxylic acid). As a reaction SMILES: [CH2:1]([N:3]1[C:7]2=[N:8][C:9]([CH2:30][CH3:31])=[C:10]([CH2:19][NH:20][C:21]([C:23]3([C:26]([O:28]C)=[O:27])[CH2:25][CH2:24]3)=[O:22])[C:11]([NH:12][CH:13]3[CH2:18][CH2:17][O:16][CH2:15][CH2:14]3)=[C:6]2[CH:5]=[N:4]1)[CH3:2].O.[OH-].[Li+]>O1CCCC1>[CH2:1]([N:3]1[C:7]2=[N:8][C:9]([CH2:30][CH3:31])=[C:10]([CH2:19][NH:20][C:21]([C:23]3([C:26]([OH:28])=[O:27])[CH2:25][CH2:24]3)=[O:22])[C:11]([NH:12][CH:13]3[CH2:14][CH2:15][O:16][CH2:17][CH2:18]3)=[C:6]2[CH:5]=[N:4]1)[CH3:2] |f:2.3|. Procedure: To methyl 1-[({[1,6-diethyl-4-(tetrahydro-2H-pyran-4-ylamino)-1H-pyrazolo[3,4-b]pyridin-5-yl]methyl}amino)carbonyl]cyclopropanecarboxylate (12.25 g, 28.5 mmol) in a 500 mL round-bottom flask under nitrogen in tetrahydrofuran (THF) (170 mL) and water (55 mL) was added lithium hydroxide (1.025 g, 42.8 mmol). After 30 min the THF was evaporated off and the aqueous residue cooled in ice and taken to pH 6 using 2M hydrochloric acid causing, with scratching, a brown precipitate to form. This was stirr... The reactants are CC1(c2ccc(N3CC(CN)OC3=O)cc2F)CN(C(=O)OCc2ccccc2)C1, CC(=O)OC(C)=O, ClCCl, c1ccncc1. Product: CC(=O)NCC1CN(c2ccc(C3(C)CN(C(=O)OCc4ccccc4)C3)c(F)c2)C(=O)O1. As a reaction SMILES: [C:1](=[O:2])([O:3][CH2:4][c:5]1[cH:6][cH:7][cH:8][cH:9][cH:10]1)[N:11]1[CH2:12][C:13]([c:15]2[c:16]([F:29])[cH:17][c:18]([N:21]3[C:22](=[O:28])[O:23][CH:24]([CH2:26][NH2:27])[CH2:25]3)[cH:19][cH:20]2)([CH3:30])[CH2:14]1.[CH3:37][C:38](=[O:39])[O:40][C:41](=[O:42])[CH3:43].[Cl:44][CH2:45][Cl:46].[cH:31]1[cH:32][cH:33][n:34][cH:35][cH:36]1>>[C:1](=[O:2])([O:3][CH2:4][c:5]1[cH:6][cH:7][cH:8][cH:9][cH:10]1)[N:11]1[CH2:12][C:13]([c:15]2[c:16]([F:29])[cH:17][c:18]([N:21]3[C:22](=[O:28])[O:23][CH:24]([CH2:26][NH:27][C:38]([CH3:37])=[O:39])[CH2:25]3)[cH:19][cH:20]2)([CH3:30])[CH2:14]1. The reactants are FC(C=1C=C(C=CC1)C=1C=2N(C=CC1)N=C(N2)N)(F)F (8-(3-(trifluoromethyl)phenyl)-[1,2,4]triazolo[1,5-a]pyridin-2-amine), COC=1C=C(C=CC1)B(O)O (3-methoxyphenyl boronic acid). The product is COC=1C=C(C=CC1)C=1C=2N(C=CC1)N=C(N2)N (8-(3-methoxyphenyl)-[1,2,4]triazolo[1,5-a]pyridin-2-amine). As a reaction SMILES: FC(F)(F)[C:3]1[CH:4]=[C:5]([C:9]2[C:10]3[N:11]([N:15]=[C:16]([NH2:18])[N:17]=3)[CH:12]=[CH:13][CH:14]=2)[CH:6]=[CH:7][CH:8]=1.[CH3:21][O:22]C1C=C(B(O)O)C=CC=1>>[CH3:21][O:22][C:3]1[CH:4]=[C:5]([C:9]2[C:10]3[N:11]([N:15]=[C:16]([NH2:18])[N:17]=3)[CH:12]=[CH:13][CH:14]=2)[CH:6]=[CH:7][CH:8]=1. Procedure: Made by following the procedure described for the preparation of 8-(3-(trifluoromethyl)phenyl)-[1,2,4]triazolo[1,5-a]pyridin-2-amine but substituting 3-methoxyphenyl boronic acid and making non-critical variations. Product: Cl.C(C)N1N=C(C=2C1=NC1=CC=CC=C1C2NCC2CCCCC2)C (1-ethyl-3-methyl-N-(cyclohexylmethyl)-1H-pyrazolo[3,4-b]quinolin-4-amine hydrochloride). Run at temperature 80 celsius. Reported procedure: A mixture of 4-chloro-1-ethyl-3-methyl-1H-pyrazolo[3,4-b]quinoline (1.0 g, 0.0043 mmol), cyclohexanemethylamine (1.2 ml, 0.009 mol) and DMSO (3 ml) was heated at 80° C. overnight. The reaction mixture was pured into water (100 ml)/NH4OH (0.5 ml) and was extracted with CH2Cl2. The solvent was evaporated to about 20 ml and then the mixture was purified by chromatography on silica gel, followed by high pressure liquid chromatography eluting with 20% EtOAc/hexane to 50% EtOAc/hexane to afford the pr... Starting materials: ClC1=C2C(=NC3=CC=CC=C13)N(N=C2C)CC (4-chloro-1-ethyl-3-methyl-1H-pyrazolo[3,4-b]quinoline), C1(CCCCC1)CN (cyclohexanemethylamine), Cl (HCl), [NH4+].[OH-] (NH4OH). Run in CS(=O)C (DMSO), C(Cl)Cl (CH2Cl2), O (water). Reaction SMILES: [Cl:1][C:2]1[C:11]2[C:6](=[CH:7][CH:8]=[CH:9][CH:10]=2)[N:5]=[C:4]2[N:12]([CH2:16][CH3:17])[N:13]=[C:14]([CH3:15])[C:3]=12.[CH:18]1([CH2:24][NH2:25])[CH2:23][CH2:22][CH2:21][CH2:20][CH2:19]1.[NH4+].[OH-].Cl>C(Cl)Cl.O.CS(C)=O>[ClH:1].[CH2:16]([N:12]1[C:4]2=[N:5][C:6]3[C:11]([C:2]([NH:25][CH2:24][CH:18]4[CH2:23][CH2:22][CH2:21][CH2:20][CH2:19]4)=[C:3]2[C:14]([CH3:15])=[N:13]1)=[CH:10][CH:9]=[CH:8][CH:7]=3)[CH3:17] |f:2.3,8.9|. Starting materials: C(C1=CC=CC=C1)OC=1C=C(C(=O)OC)C=CC1OC (methyl 3-benzyloxy-4-methoxybenzoate), [OH-].[Na+] (sodium hydroxide), Cl (hydrochloric acid). The solvent is O (water), C(C)#N (acetonitrile). Reaction conditions: temperature 40 celsius. Yields the product C(C1=CC=CC=C1)OC=1C=C(C(=O)O)C=CC1OC (3-benzyloxy-4-methoxybenzoic acid). RXN SMILES: [CH2:1]([O:8][C:9]1[CH:10]=[C:11]([CH:16]=[CH:17][C:18]=1[O:19][CH3:20])[C:12]([O:14]C)=[O:13])[C:2]1[CH:7]=[CH:6][CH:5]=[CH:4][CH:3]=1.[OH-].[Na+].Cl>C(#N)C.O>[CH2:1]([O:8][C:9]1[CH:10]=[C:11]([CH:16]=[CH:17][C:18]=1[O:19][CH3:20])[C:12]([OH:14])=[O:13])[C:2]1[CH:3]=[CH:4][CH:5]=[CH:6][CH:7]=1 |f:1.2|. Procedure: A 25 g quantity of the methyl 3-benzyloxy-4-methoxybenzoate obtained in Reference Example 2 was dissolved in 100 ml of acetonitrile, and a solution of 11 g of sodium hydroxide in 100 ml of water was added. The mixture was stirred with heating at 40° C. for 5 hours. The reaction mixture was cooled with ice, and concentrated hydrochloric acid was added to give a pH of about 3. The precipitated crystals were collected by filtration and dried under reduced pressure to give 22.1 g of white crystallin... Reactants: CCO, CCOC(=O)c1cnc2nc(C)c(OCC)cc2c1Cl, CCOC(=O)c1cc(N)ccc1O. Product: Cl, CCOC(=O)c1cc(Nc2c(C(=O)OCC)cnc3nc(C)c(OCC)cc23)ccc1O. As a reaction SMILES: [CH3:34][CH2:35][OH:36].[Cl:1][c:2]1[c:3]([C:16](=[O:17])[O:18][CH2:19][CH3:20])[cH:4][n:5][c:6]2[n:7][c:8]([CH3:15])[c:9]([O:12][CH2:13][CH3:14])[cH:10][c:11]12.[NH2:21][c:22]1[cH:23][cH:24][c:25]([OH:33])[c:26]([C:27](=[O:28])[O:29][CH2:30][CH3:31])[cH:32]1>>[ClH:1].[c:2]1([NH:21][c:22]2[cH:23][cH:24][c:25]([OH:33])[c:26]([C:27](=[O:28])[O:29][CH2:30][CH3:31])[cH:32]2)[c:3]([C:16](=[O:17])[O:18][CH2:19][CH3:20])[cH:4][n:5][c:6]2[n:7][c:8]([CH3:15])[c:9]([O:12][CH2:13][CH3:14])[cH:10][c:11]12. Reactants: C(C)OP(OCC)(=O)CN1C=C(C(C2=C(C=CC=C12)[N+](=O)[O-])=O)C ((3-Methyl-5-nitro-4-oxo-4H-quinolin-1-ylmethyl)-phosphonic acid diethyl ester), C(C)OP(OCC)(=O)CN1C=C(C(C2=C(C=CC=C12)[N+](=O)[O-])=O)C ((3-Methyl-5-nitro-4-oxo-4H-quinolin-1-ylmethyl)-phosphonic acid diethyl ester), Cl (HCl), [H][H] (hydrogen). Reagents/catalysts: [Pd] (Pd/C). The solvent is CO (methanol), CCOCC (ether). Product: Cl.NC1=C2C(C(=CN(C2=CC=C1)CP(OCC)(OCC)=O)C)=O (Diethyl [(5-amino-3-methyl-4-oxoquinolin-1(4H)-yl)methyl]phosphonate hydrochloride). Isolated yield 99.0%. Reaction SMILES: [CH2:1]([O:3][P:4]([CH2:9][N:10]1[C:19]2[C:14](=[C:15]([N+:20]([O-])=O)[CH:16]=[CH:17][CH:18]=2)[C:13](=[O:23])[C:12]([CH3:24])=[CH:11]1)(=[O:8])[O:5][CH2:6][CH3:7])[CH3:2].[ClH:25].[H][H]>CO.CCOCC.[Pd]>[ClH:25].[NH2:20][C:15]1[CH:16]=[CH:17][CH:18]=[C:19]2[C:14]=1[C:13](=[O:23])[C:12]([CH3:24])=[CH:11][N:10]2[CH2:9][P:4](=[O:8])([O:5][CH2:6][CH3:7])[O:3][CH2:1][CH3:2] |f:6.7|. Reported procedure: A solution of (3-Methyl-5-nitro-4-oxo-4H-quinolin-1-ylmethyl)-phosphonic acid diethyl ester (Compound 303B, 20 mg; 0.05 mmol) in methanol (5 mL) was charged with Pd/C (5 mg) and 1M HCl in ether (1 mL) under nitrogen and stirred under 1 atmosphere of hydrogen overnight at RT. The solution was filtered the filtrate concentrated to get the final compound (yield 20 mg; 99%; tlc 1:9 MeOH:DCM); 1H NMR (300 MHz, CDCl3), δ ppm, 8.12 (s, 1H), 8.01 (d, 6Hz, 1H,) 7.88-7.83 (m, 1H) 7.40 (d, J=9Hz, 1H) 4.12-...